Dataset: the Open Reaction Database (ORD), a public repository of structured organic reaction records. Task: describe an organic reaction: reactants, conditions, products, and yield Starting materials: CCOC(=O)CCCOc1ccc(C#N)cc1, Cl, [Na+], C1CCOC1, [OH-]. Product: N#Cc1ccc(OCCCC(=O)O)cc1. Reaction SMILES: [C:1](#[N:2])[c:3]1[cH:4][cH:5][c:6]([O:7][CH2:8][CH2:9][CH2:10][C:11](=[O:12])[O:13][CH2:14][CH3:15])[cH:16][cH:17]1.[ClH:18].[Na+:25].[O:19]1[CH2:20][CH2:21][CH2:22][CH2:23]1.[OH-:24]>>[C:1](#[N:2])[c:3]1[cH:4][cH:5][c:6]([O:7][CH2:8][CH2:9][CH2:10][C:11](=[O:12])[OH:13])[cH:16][cH:17]1. The reactants are C(C1=CC=CC=C1)NCCO (N-Benzylethanolamine), O1CC1COC (1,2-epoxy-3-methoxypropane). Reaction conditions: temperature 50 celsius, time 16 hour. Product: COCC1CNCCO1 (2-methoxymethylmorpholine). Isolated yield 98.3%. As a reaction SMILES: [CH2:1]([NH:8][CH2:9][CH2:10][OH:11])[C:2]1C=CC=C[CH:3]=1.[O:12]1C(COC)[CH2:13]1>>[CH3:13][O:12][CH2:3][CH:2]1[O:11][CH2:10][CH2:9][NH:8][CH2:1]1. Reported procedure: N-Benzylethanolamine (459 g) is mixed with 1,2-epoxy-3-methoxypropane (422 g) and the mixture is stirred at 50° C. for 16 hours and thereafter the excess 1,2-epoxy-3-methoxypropane is distilled off under reduced pressure. The residue is dissolved in 1,4-dioxane (3 liters) and thereto are added powdery potassium hydroxide (692.5 g) and tris(3,6-dioxaheptyl)amine (11.4 g). To the mixture is added dropwise with stirring a solution of p-toluenesulfonyl chloride (809.4 g) in 1,4-dioxane (2 liters) ov... The reactants are C(#N)C=1C=C(CN2C([C@H](CC2)NS(=O)(=O)C2=CC=C3CCNCC3=C2)=O)C=CC1 (1,2,3,4-tetrahydro-isoquinoline-7-sulfonic acid [1-(3-cyanobenzyl)-2-oxopyrrolidin-3-(S)-yl]amide), C=O (formaldehyde), C(C)(=O)O[BH-](OC(C)=O)OC(C)=O.[Na+] (sodium triacetoxyborohydride). Solvent: C(Cl)Cl (CH2Cl2), C(Cl)Cl (CH2Cl2). Run at time 1 hour. Product: C(#N)C=1C=C(CN2C([C@H](CC2)NS(=O)(=O)C2=CC=C3CCN(CC3=C2)C)=O)C=CC1 (2-methyl-1,2,3,4-tetrahydro-isoquinoline-7-sulfonic acid [1-(3-cyanobenzyl)-2-oxopyrrolidin-3-(S)-yl]amide). Isolated yield 322.7%. RXN SMILES: [C:1]([C:3]1[CH:4]=[C:5]([CH:27]=[CH:28][CH:29]=1)[CH2:6][N:7]1[CH2:11][CH2:10][C@H:9]([NH:12][S:13]([C:16]2[CH:25]=[C:24]3[C:19]([CH2:20][CH2:21][NH:22][CH2:23]3)=[CH:18][CH:17]=2)(=[O:15])=[O:14])[C:8]1=[O:26])#[N:2].C=O.[C:32](O[BH-](OC(=O)C)OC(=O)C)(=O)C.[Na+]>C(Cl)Cl>[C:1]([C:3]1[CH:4]=[C:5]([CH:27]=[CH:28][CH:29]=1)[CH2:6][N:7]1[CH2:11][CH2:10][C@H:9]([NH:12][S:13]([C:16]2[CH:25]=[C:24]3[C:19]([CH2:20][CH2:21][N:22]([CH3:32])[CH2:23]3)=[CH:18][CH:17]=2)(=[O:15])=[O:14])[C:8]1=[O:26])#[N:2] |f:2.3|. Procedure details: To a solution of 1,2,3,4-tetrahydro-isoquinoline-7-sulfonic acid [1-(3-cyanobenzyl)-2-oxopyrrolidin-3-(S)-yl]amide (0.29 g, 0.71 mmol) in 10 mL of CH2Cl2 is added 0.27 mL of 37% aqueous formaldehyde. The solution is stirred at room temperature for 1 hour. After this time, sodium triacetoxyborohydride (0.05 g, 0.22 mmol) is added and the resulting mixture is stirred for 18 hours. The reaction mixture is diluted with CH2Cl2 and washed with saturated NaHCO3 solution. The organic phase is dried over... The reactants are CCOC(=O)c1onc(-c2ccc(F)cc2)c1CBr, O=C([O-])[O-], CCOC(=O)CNCc1ccc(OC)cc1OC, CCOC(C)=O, [K+], [K+], CN(C)C=O. The product is CCOC(=O)CN(Cc1ccc(OC)cc1OC)Cc1c(-c2ccc(F)cc2)noc1C(=O)OCC. Reaction SMILES: [Br:1][CH2:2][c:3]1[c:4](-[c:13]2[cH:14][cH:15][c:16]([F:19])[cH:17][cH:18]2)[n:5][o:6][c:7]1[C:8](=[O:9])[O:10][CH2:11][CH3:12].[C:38](=[O:39])([O-:40])[O-:41].[CH2:20]([CH3:21])[O:22][C:23]([CH2:24][NH:25][CH2:26][c:27]1[c:28]([O:35][CH3:36])[cH:29][c:30]([O:33][CH3:34])[cH:31][cH:32]1)=[O:37].[CH3:44][CH2:45][O:46][C:47]([CH3:48])=[O:49].[K+:42].[K+:43].[O:50]=[CH:51][N:52]([CH3:53])[CH3:54]>>[CH2:2]([c:3]1[c:4](-[c:13]2[cH:14][cH:15][c:16]([F:19])[cH:17][cH:18]2)[n:5][o:6][c:7]1[C:8](=[O:9])[O:10][CH2:11][CH3:12])[N:25]([CH2:24][C:23]([O:22][CH2:20][CH3:21])=[O:37])[CH2:26][c:27]1[c:28]([O:35][CH3:36])[cH:29][c:30]([O:33][CH3:34])[cH:31][cH:32]1.